Dataset: the Open Reaction Database (ORD), a public repository of structured organic reaction records. Task: describe an organic reaction: reactants, conditions, products, and yield The reactants are [Cl-] (chloride), C(C=C)[Mg]Cl (allylmagnesium chloride), O1CCCC1 (tetrahydrofuran), ClC1C=2C(=C(C=CC2C=C2[NH+]1CCC1=CC3=C(C=C21)OCO3)OC)OC (8-chloro-9,10-dimethoxy-5,6-dihydro-[1,3]dioxolo[4,5-g]isoquino[3,2-a]isoquinolin-7-ylium). The solvent is C(C)OCC (diethyl ether). Run at temperature 0 celsius, time 30 minute. Yields the product C(C=C)C1(C=2C(=C(C=CC2C=C2N1CCC1=CC3=C(C=C21)OCO3)OC)OC)CC=C (8,8-diallyl-9,10-dimethoxy-5,8-dihydro-6H-[1,3]dioxolo[4,5-g]isoquino[3,2-a]isoquinoline). Yield: 13.0%. Reaction SMILES: Cl[CH:2]1[NH+:11]2[CH2:12][CH2:13][C:14]3[C:19]([C:10]2=[CH:9][C:8]2[CH:7]=[CH:6][C:5]([O:23][CH3:24])=[C:4]([O:25][CH3:26])[C:3]1=2)=[CH:18][C:17]1[O:20][CH2:21][O:22][C:16]=1[CH:15]=3.[Cl-].[CH2:28]([Mg]Cl)[CH:29]=[CH2:30].O1C[CH2:36][CH2:35][CH2:34]1>C(OCC)C>[CH2:28]([C:2]1([CH2:36][CH:35]=[CH2:34])[N:11]2[CH2:12][CH2:13][C:14]3[C:19]([C:10]2=[CH:9][C:8]2[CH:7]=[CH:6][C:5]([O:23][CH3:24])=[C:4]([O:25][CH3:26])[C:3]1=2)=[CH:18][C:17]1[O:20][CH2:21][O:22][C:16]=1[CH:15]=3)[CH:29]=[CH2:30]. Reported procedure: To a suspension of 8-chloro-9,10-dimethoxy-5,6-dihydro-[1,3]dioxolo[4,5-g]isoquino[3,2-a]isoquinolin-7-ylium; chloride (0.2 g, 0.5 mmol) in anhydrous diethyl ether (5 mL) at 0° C. was added a solution of allylmagnesium chloride in tetrahydrofuran (1.3 M, 2.16 mL, 4 mmol) dropwise. After stirring at 0° C. for 30 min, the reaction was quenched by adding saturated aqueous ammonium chloride solution (10 mL). The mixture was extracted with diethyl ether (2×50 mL), washed with brine, dried over anhydr... Reactants: XVIII, NCN1C(=O)N(C)C=2N=CNC2C1=O (aminotheophylline), [B-](F)(F)(F)F.CN(C)C(=[N+](C)C)ON1C(=O)CCC1=O (TSTU), NCN1C(=O)N(C)C=2N=CNC2C1=O (aminotheophylline). The solvent is O (water), O (water), B([O-])([O-])[O-] (borate). The product is N1(C)C(=O)N(C)C=2N=CNC2C1=O (Theophylline). As a reaction SMILES: [B-](F)(F)(F)F.CN(C(ON1C(=O)CCC1=O)=[N+](C)C)C.N[CH2:22][N:23]1[C:33](=[O:34])[C:32]2[NH:31][CH:30]=[N:29][C:28]=2[N:26]([CH3:27])[C:24]1=[O:25]>O.B([O-])([O-])[O-]>[N:23]1([C:33](=[O:34])[C:32]2[NH:31][CH:30]=[N:29][C:28]=2[N:26]([CH3:27])[C:24]1=[O:25])[CH3:22] |f:0.1|. Procedure details: The dye I (1,1'-(4-sulfobutyl)-3,3,3',3'-tetramethyl-6-carboxymethylindotricarbocyanine) was synthesized according to P. L. Southwick et al., Cytometry, 11 (1990) 418, dye XVIII. This dye is a water-soluble and reactive derivative of the dye HITC used in the previous examples. The absorption maximum in water was at 746 nm. The dye I was activated with TSTU (O-(N-succinimidyl)-N,N,N',N'-tetramethyluronium tetrafluoroborate, Fluka, Switzerland) and dissolved in borate buffer (pH 8.5, 0.1M borate) ... Reactants: C1(CCCCC1)N=C=NC1CCCCC1 (N,N′-Dicyclohexylcarbodiimide), O (Water), Cl.NC(CC1=CC=C(OC2=CC=C(C=C3C(NC(S3)=O)=O)C=C2)C=C1)C(=O)OC (5-[4-(4-(2-amino-2-methoxycarbonylethyl)phenoxy)benzylidene]thiazolidin-2,4-dione hydrochloride), C(C)(C)(C)OC(=O)NC(C(=O)O)C (2-t-butoxycarbonylamino propionic acid). The solvent is CN(C=O)C (dimethyl formamide), C(C)(=O)OCC (ethyl acetate). Reaction conditions: time 2 hour. The product is C(C)(C)(C)OC(=O)NC(C(=O)NC(CC1=CC=C(OC2=CC=C(C=C3C(NC(S3)=O)=O)C=C2)C=C1)C(=O)OC)C (5-[4-(4-(2-(2-t-Butoxycarbonylaminopropanamido)-2-methoxycarbonylethyl)phenoxy)benzylidene]thiazolidin-2,4-dione). Isolated yield 36.3%. As a reaction SMILES: Cl.[NH2:2][CH:3]([C:26]([O:28][CH3:29])=[O:27])[CH2:4][C:5]1[CH:25]=[CH:24][C:8]([O:9][C:10]2[CH:23]=[CH:22][C:13]([CH:14]=[C:15]3[S:19][C:18](=[O:20])[NH:17][C:16]3=[O:21])=[CH:12][CH:11]=2)=[CH:7][CH:6]=1.[C:30]([O:34][C:35]([NH:37][CH:38]([CH3:42])[C:39](O)=[O:40])=[O:36])([CH3:33])([CH3:32])[CH3:31].C1(N=C=NC2CCCCC2)CCCCC1.O>CN(C)C=O.C(OCC)(=O)C>[C:30]([O:34][C:35]([NH:37][CH:38]([CH3:42])[C:39]([NH:2][CH:3]([C:26]([O:28][CH3:29])=[O:27])[CH2:4][C:5]1[CH:25]=[CH:24][C:8]([O:9][C:10]2[CH:23]=[CH:22][C:13]([CH:14]=[C:15]3[S:19][C:18](=[O:20])[NH:17][C:16]3=[O:21])=[CH:12][CH:11]=2)=[CH:7][CH:6]=1)=[O:40])=[O:36])([CH3:33])([CH3:32])[CH3:31] |f:0.1|. Procedure details: A solution of 5-[4-(4-(2-amino-2-methoxycarbonylethyl)phenoxy)benzylidene]thiazolidin-2,4-dione hydrochloride (2 g, 4.6 mmol) and 2-t-butoxycarbonylamino propionic acid (0.87 g, 4.6 mmol) in dimethyl formamide (10 ml) was stirred for 1 h at 0° C. N,N′-Dicyclohexylcarbodiimide (1.139 g, 5.5 mmol) was added to this solution and stirring was continued for 2 h at ambient temperature. Water (200 ml) was added to the reaction mixture, stirred for 15 minutes, ethyl acetate (250 ml) added and stirring w... Reaction SMILES: [CH3:1][C:2]1[CH:7]=[CH:6][C:5]([S:8]([O:11][CH2:12][C@H:13]([O:16][C:17]2[C:22](/C=C/C)=[CH:21][CH:20]=[CH:19][C:18]=2[C:26]2[C:31]([Cl:32])=[CH:30][CH:29]=[CH:28][C:27]=2[Cl:33])[CH:14]=[CH2:15])(=[O:10])=[O:9])=[CH:4][CH:3]=1>ClC(Cl)C.C1CCC(P(C2CCCCC2)C2CCCCC2)CC1.C1CCC(P(C2CCCCC2)C2CCCCC2)CC1.C1C=CC(C=[Ru](Cl)Cl)=CC=1>[CH3:1][C:2]1[CH:3]=[CH:4][C:5]([S:8]([O:11][CH2:12][C@H:13]2[CH:14]=[CH:15][C:22]3[C:17](=[C:18]([C:26]4[C:27]([Cl:33])=[CH:28][CH:29]=[CH:30][C:31]=4[Cl:32])[CH:19]=[CH:20][CH:21]=3)[O:16]2)(=[O:10])=[O:9])=[CH:6][CH:7]=1 |f:2.3.4|. Solvent: ClC(C)Cl (dichloroethane). Run at time 20 hour. The reagents and catalysts are C1CCC(CC1)P(C2CCCCC2)C3CCCCC3.C1CCC(CC1)P(C2CCCCC2)C3CCCCC3.C1=CC=C(C=C1)C=[Ru](Cl)Cl (benzylidene-bis(tricyclohexylphosphine)dichlororuthenium). Procedure: To a solution of (2R)-2-({2′,6′-dichloro-3-[(1E)-prop-1-enyl]-1,1′-biphenyl-2-yl}oxy)but-3-enyl 4-methylbenzenesulfonate (2.02 g, 4.01 mmol) in anhydrous dichloroethane (50 mL) at room temperature under nitrogen was added benzylidene-bis(tricyclohexylphosphine)dichlororuthenium (0.33 g, 0.401 mmol) and the reaction mixture stirred at room temperature for 20 hours and then heated to 50° C. for 45 hours. The cooled reaction mixture was concentrated to a small volume under reduced pressure and then... Yield: 82.2%. Yields the product CC1=CC=C(C=C1)S(=O)(=O)OC[C@@H]1OC2=C(C=CC=C2C=C1)C1=C(C=CC=C1Cl)Cl ([(2R)-8-(2,6-dichlorophenyl)-2H-chromen-2-yl]methyl 4-methylbenzenesulfonate). Reactants: CC1=CC=C(C=C1)S(=O)(=O)OC[C@@H](C=C)OC1=C(C=CC=C1\C=C\C)C1=C(C=CC=C1Cl)Cl ((2R)-2-({2′,6′-dichloro-3-[(1E)-prop-1-enyl]-1,1′-biphenyl-2-yl}oxy)but-3-enyl 4-methylbenzenesulfonate). Starting materials: CCO, [Cl-], [Fe], N#Cc1ccc([N+](=O)[O-])cc1I, [NH4+], C1CCOC1. Product: N#Cc1ccc(N)cc1I. As a reaction SMILES: [CH3:21][CH2:22][OH:23].[Cl-:18].[Fe:20].[I:1][c:2]1[c:3]([C:4]#[N:5])[cH:6][cH:7][c:8]([N+:10]([O-:11])=[O:12])[cH:9]1.[NH4+:19].[O:13]1[CH2:14][CH2:15][CH2:16][CH2:17]1>>[I:1][c:2]1[c:3]([C:4]#[N:5])[cH:6][cH:7][c:8]([NH2:10])[cH:9]1. Reactants: [C-]#N.[K+] (potassium cyanide), Cl.CNC (dimethylamine hydrochloride), CC(CCCC)=O (hexane-2-one). Solvent: O (water), O (water), O (water). Conditions: time 24 hour. Yields the product CC(C#N)(CCCC)N(C)C (2-methyl-2-dimethylamino-hexanenitrile). As a reaction SMILES: [C-:1]#[N:2].[K+].Cl.[CH3:5][NH:6][CH3:7].[CH3:8][C:9](=O)[CH2:10][CH2:11][CH2:12][CH3:13]>O>[CH3:8][C:9]([N:6]([CH3:7])[CH3:5])([CH2:10][CH2:11][CH2:12][CH3:13])[C:1]#[N:2] |f:0.1,2.3|. Procedure: A solution of potassium cyanide (34.20 g.,) in water (75 ml.) was added dropwise to a stirred solution of dimethylamine hydrochloride (40.8 g.,) and hexane-2-one (50 g., 0.5 mole) in water (60 ml.) cooled in an ice-water bath. The mixture was vigorously stirred for 24 hrs., diluted with water (200 ml.) and extracted with ether (4 × 200 ml.). The combined ether extracts were washed with water (4 × 200 ml.), dried (Na2SO4) and evaporated to leave a colourless oil which was distilled at 12 mm. to g...